Dataset: the Open Reaction Database (ORD), a public repository of structured organic reaction records. Task: describe an organic reaction: reactants, conditions, products, and yield Starting materials: O=C[C@H](O)[C@@H](O)[C@@H](O)CO (L-arabinose), C(C(O)C)(=O)[O-] (DL-lactate), OCC(=O)[C@@H](O)[C@H](O)[C@H](O)CO (D-fructose), NCCC(=O)O (β-alanine), C([C@@H]1[C@H]([C@@H]([C@H]([C@H](O1)O[C@]2([C@H]([C@@H]([C@H](O2)CO)O)O)CO)O)O)O)O (sucrose), N[C@@H](CC1=CNC=N1)C(=O)O (L-histidine), C(CC)(=O)[O-] (propionate), OC1=CC=C(C(=O)[O-])C=C1 (para-hydroxybenzoate), C(CCC)(=O)[O-] (butyrate), C(C)(=O)[O-] (acetate), O=C[C@H](O)[C@H](O)[C@@H](O)[C@@H](O)C (L-rhamnose), O=C[C@H](O)[C@@H](O)[C@H](O)[C@H](O)CO (D-glucose), C([C@@H]1[C@H]([C@@H]([C@H]([C@@H](O1)O[C@@H]2[C@H](O[C@H]([C@@H]([C@H]2O)O)O)CO)O)O)O)O (cellobiose). The solvent is C(C)O (ethanol). The product is O=C[C@H](O)[C@@H](O)[C@H](O)CO (D-xylose). As a reaction SMILES: [O:1]=[CH:2][C@@H:3]([C@H:5]([C@H:7]([CH2:9][OH:10])[OH:8])[OH:6])[OH:4].O=C[C@@H]([C@@H]([C@H]([C@H](C)O)O)O)O.O=C[C@@H]([C@H]([C@@H]([C@@H](CO)O)O)O)O.OCC([C@H]([C@@H]([C@@H](CO)O)O)O)=O.C(O)[C@H]1O[C@H](O[C@]2(CO)O[C@H](CO)[C@@H](O)[C@@H]2O)[C@H](O)[C@@H](O)[C@@H]1O.C(O)[C@H]1O[C@@H](O[C@H]2[C@H](O)[C@@H](O)[C@H](O)O[C@@H]2CO)[C@H](O)[C@@H](O)[C@@H]1O.C([O-])(=O)C.C([O-])(=O)CC.C([O-])(=O)CCC.C([O-])(=O)C(C)O.OC1C=CC(C([O-])=O)=CC=1.NCCC(O)=O.N[C@H](C(O)=O)CC1N=CNC=1>C(O)C>[O:1]=[CH:2][C@@H:3]([C@H:5]([C@@H:7]([CH2:9][OH:10])[OH:8])[OH:6])[OH:4]. Procedure details: L-arabinose; L-rhamnose; D-glucose; D-fructose; sucrose; cellobiose; acetate; propionate; butyrate; DL-lactate; ethanol; para-hydroxybenzoate; β-alanine; L-histidine. Starting materials: CS(C)=O, CO, COc1cc(Nc2ncnc(-c3cccnc3Cl)n2)cc(OC)c1OC, Nc1cccc(C(=O)Nc2ccc(Oc3ccccc3)cc2)c1. Yields the product COc1cc(Nc2ncnc(-c3cccnc3Nc3cccc(C(=O)Nc4ccc(Oc5ccccc5)cc4)c3)n2)cc(OC)c1OC. RXN SMILES: [CH3:50][S:51]([CH3:52])=[O:53].[CH3:54][OH:55].[Cl:1][c:2]1[n:3][cH:4][cH:5][cH:6][c:7]1-[c:8]1[n:9][c:10]([NH:14][c:15]2[cH:16][c:17]([O:25][CH3:26])[c:18]([O:23][CH3:24])[c:19]([O:21][CH3:22])[cH:20]2)[n:11][cH:12][n:13]1.[NH2:27][c:28]1[cH:29][c:30]([C:31](=[O:32])[NH:33][c:34]2[cH:35][cH:36][c:37]([O:40][c:41]3[cH:42][cH:43][cH:44][cH:45][cH:46]3)[cH:38][cH:39]2)[cH:47][cH:48][cH:49]1>>[c:2]1([NH:27][c:28]2[cH:29][c:30]([C:31](=[O:32])[NH:33][c:34]3[cH:35][cH:36][c:37]([O:40][c:41]4[cH:42][cH:43][cH:44][cH:45][cH:46]4)[cH:38][cH:39]3)[cH:47][cH:48][cH:49]2)[n:3][cH:4][cH:5][cH:6][c:7]1-[c:8]1[n:9][c:10]([NH:14][c:15]2[cH:16][c:17]([O:25][CH3:26])[c:18]([O:23][CH3:24])[c:19]([O:21][CH3:22])[cH:20]2)[n:11][cH:12][n:13]1. The reactants are [BH4-], CC(C)(C)C(=O)Oc1ccc(C(=O)Oc2cc(OC(=O)c3ccc(OC(=O)C(C)(C)C)cc3)cc(C(=O)CBr)c2)cc1, Cl, [Na+], C1COCCO1, O. The product is CC(C)(C)C(=O)Oc1ccc(C(=O)Oc2cc(OC(=O)c3ccc(OC(=O)C(C)(C)C)cc3)cc(C(O)CBr)c2)cc1. Reaction SMILES: [BH4-:43].[C:1]([C:2]([CH3:3])([CH3:4])[CH3:5])(=[O:6])[O:7][c:8]1[cH:9][cH:10][c:11]([C:12](=[O:13])[O:14][c:15]2[cH:16][c:17]([C:37]([CH2:38][Br:39])=[O:40])[cH:18][c:19]([O:21][C:22]([c:23]3[cH:24][cH:25][c:26]([O:29][C:30]([C:31]([CH3:32])([CH3:33])[CH3:34])=[O:35])[cH:27][cH:28]3)=[O:36])[cH:20]2)[cH:41][cH:42]1.[ClH:45].[Na+:44].[O:46]1[CH2:47][CH2:48][O:49][CH2:50][CH2:51]1.[OH2:52]>>[C:1]([C:2]([CH3:3])([CH3:4])[CH3:5])(=[O:6])[O:7][c:8]1[cH:9][cH:10][c:11]([C:12](=[O:13])[O:14][c:15]2[cH:16][c:17]([CH:37]([CH2:38][Br:39])[OH:40])[cH:18][c:19]([O:21][C:22]([c:23]3[cH:24][cH:25][c:26]([O:29][C:30]([C:31]([CH3:32])([CH3:33])[CH3:34])=[O:35])[cH:27][cH:28]3)=[O:36])[cH:20]2)[cH:41][cH:42]1. The reactants are CCOC(=O)CC12CCC1CCC(Br)(Br)C2=O, [Li+], [Li+], O=C([O-])[O-], CN(C)C=O, O. Yields the product CCOC(=O)CC12CCC1CC=C(Br)C2=O. As a reaction SMILES: [CH2:1]([CH3:2])[O:3][C:4]([CH2:5][C:6]12[C:7](=[O:16])[C:8]([Br:14])([Br:15])[CH2:9][CH2:10][CH:11]1[CH2:12][CH2:13]2)=[O:17].[Li+:18].[Li+:19].[O-:20][C:21](=[O:22])[O-:23].[O:25]=[CH:26][N:27]([CH3:28])[CH3:29].[OH2:24]>>[CH2:1]([CH3:2])[O:3][C:4]([CH2:5][C:6]12[C:7](=[O:16])[C:8]([Br:14])=[CH:9][CH2:10][CH:11]1[CH2:12][CH2:13]2)=[O:17]. The reactants are C(C)(=O)[O-].[NH4+] (Ammonium acetate), C(C)(C)(C)OC(=O)N1CC(C(CC1)=O)(C)C (1-t-butyloxy carbonyl-3,3-dimethyl-4-piperidone), C(#N)[BH3-].[Na+] (sodiumcyanoborohydride). Run in CO (methanol). Reaction conditions: temperature 25 celsius, time 3 hour. The product is NC1C(CN(CC1)C(=O)OC(C)(C)C)(C)C (4-Amino 1-t-butyloxycarbonyl-3,3-dimethylpiperidine). Reaction SMILES: C([O-])(=O)C.[NH4+].[C:6]([O:10][C:11]([N:13]1[CH2:18][CH2:17][C:16](=O)[C:15]([CH3:21])([CH3:20])[CH2:14]1)=[O:12])([CH3:9])([CH3:8])[CH3:7].C([BH3-])#[N:23].[Na+]>CO>[NH2:23][CH:16]1[CH2:17][CH2:18][N:13]([C:11]([O:10][C:6]([CH3:9])([CH3:8])[CH3:7])=[O:12])[CH2:14][C:15]1([CH3:21])[CH3:20] |f:0.1,3.4|. Procedure details: Ammonium acetate (700 g, 9.09 mol) was added to a stirred solution of 1-t-butyloxy carbonyl-3,3-dimethyl-4-piperidone (352 g, 1.55 mol) in methanol (1.0 L). The suspension was stirred for 3 hr at 20-30° C. The reaction mixture was cooled to 0° C. and sodiumcyanoborohydride (45 g, 0.71 mol) was added portion wise over 30 minutes. Cooling was removed and the suspension was stirred for 12 hr at 20-30° C. The reaction mixture was concentrated to dryness, stirred with water (2.0 L) and extracted with... Reactants: CC1=C(C=C(C=C1[N+](=O)[O-])C)OCC1=CC=CC=C1 (2,5-dimethyl-3-nitro-O-benzylphenol), CCOCC (ether), potassium tert.-butylate, C(C)OC(C(=O)OCC)=O (oxalic acid diethyl ester). The solvent is C(C)(=O)O (acetic acid). Run at temperature 60 celsius. Yields the product C(C)OC(C(=O)CC1=C(C=C(C=C1[N+](=O)[O-])C)OCC1=CC=CC=C1)=O (2-benzyloxy-4-methyl-6-nitro-phenyl pyruvic acid ethyl ester). RXN SMILES: [CH3:1][C:2]1[C:7]([N+:8]([O-:10])=[O:9])=[CH:6][C:5]([CH3:11])=[CH:4][C:3]=1[O:12][CH2:13][C:14]1[CH:19]=[CH:18][CH:17]=[CH:16][CH:15]=1.[CH2:20]([O:22][C:23](=[O:29])[C:24](OCC)=[O:25])[CH3:21].CCOCC>C(O)(=O)C>[CH2:20]([O:22][C:23](=[O:29])[C:24]([CH2:1][C:2]1[C:7]([N+:8]([O-:10])=[O:9])=[CH:6][C:5]([CH3:11])=[CH:4][C:3]=1[O:12][CH2:13][C:14]1[CH:19]=[CH:18][CH:17]=[CH:16][CH:15]=1)=[O:25])[CH3:21]. Procedure details: 25.7 g of the thus obtained 2,5-dimethyl-3-nitro-O-benzylphenol are added in portions during stirring to a mixture of 17 g freshly prepared potassium-tert.-butylate and 120 ml oxalic acid diethyl ester. After completion of the addition, the mixture is heated to 60° C. for two hours. After cooling, the composition is mixed with 200 ml ether and carefully acidified with diluted acetic acid. The ether phase is washed with neutral water, dried and evaporated. The still present oxalic ester is distil... The reactants are Cl (hydrogen chloride), C(C)(=O)O[BH-](OC(C)=O)OC(C)=O.[Na+] (sodium triacetoxyborohydride), N[C@H]1[C@@]2(CC[C@H](CC1)N2CC2=CC=CC=C2)C2=CC=CC=C2 ((1R*,2R*,5S*)-2-amino-8-benzyl-1-phenyl-8-azabicyclo[3.2.1]octane), COC1=C(C=O)C=C(C=C1)OC(F)(F)F (2-methoxy-5-(trifluoromethoxy)benzaldehyde). Solvent: C(C)(=O)OCC (ethyl acetate), C(C)(=O)O (acetic acid), ClCCCl (1,2-dichloroethane). Run at time 16 hour. The product is Cl.Cl.COC1=C(CN[C@H]2[C@@]3(CC[C@H](CC2)N3CC3=CC=CC=C3)C3=CC=CC=C3)C=C(C=C1)OC(F)(F)F ((1R*,2R*,5S*)-2-(2-Methoxy-5-(trifluoromethoxy)benzylamino)-8-benzyl-1-phenyl-8-azabicyclo[3.2.1]octane Dihydrochloride). Reaction SMILES: [NH2:1][C@@H:2]1[CH2:8][CH2:7][C@@H:6]2[N:9]([CH2:10][C:11]3[CH:16]=[CH:15][CH:14]=[CH:13][CH:12]=3)[C@@:3]1([C:17]1[CH:22]=[CH:21][CH:20]=[CH:19][CH:18]=1)[CH2:4][CH2:5]2.[CH3:23][O:24][C:25]1[CH:32]=[CH:31][C:30]([O:33][C:34]([F:37])([F:36])[F:35])=[CH:29][C:26]=1[CH:27]=O.C(O[BH-](OC(=O)C)OC(=O)C)(=O)C.[Na+].[ClH:52]>ClCCCl.C(O)(=O)C.C(OCC)(=O)C>[ClH:52].[ClH:52].[CH3:23][O:24][C:25]1[CH:32]=[CH:31][C:30]([O:33][C:34]([F:35])([F:37])[F:36])=[CH:29][C:26]=1[CH2:27][NH:1][C@@H:2]1[CH2:8][CH2:7][C@@H:6]2[N:9]([CH2:10][C:11]3[CH:12]=[CH:13][CH:14]=[CH:15][CH:16]=3)[C@@:3]1([C:17]1[CH:22]=[CH:21][CH:20]=[CH:19][CH:18]=1)[CH2:4][CH2:5]2 |f:2.3,8.9.10|. Procedure: (1R*,2R*,5S*)-2-amino-8-benzyl-1-phenyl-8-azabicyclo[3.2.1]octane (Description 9; 156 mg, 0.53 mmol) and 2-methoxy-5-(trifluoromethoxy)benzaldehyde (132 mg, 0.6 mmol) were dissolved in 1,2-dichloroethane (10 mL) and acetic acid (35 μL), and treated with sodium triacetoxyborohydride (127 mg, 0.6 mmol). The suspension formed was stirred at ambient temperature for 16 hours, then quenched with saturated aqueous sodium hydrogen carbonate solution (50mL). The mixture was extracted with dichloromethane...